describe an organic reaction: reactants, conditions, products, and yield From a dataset of the Open Reaction Database (ORD), a public repository of structured organic reaction records. Starting materials: Cc1cc(COc2ccc(S(=O)(=O)NC3CNCC3C(=O)OC(C)(C)C)cc2)c2ccccc2n1, CCOC=O, Cl. Product: Cc1cc(COc2ccc(S(=O)(=O)NC3CN(C=O)CC3C(=O)OC(C)(C)C)cc2)c2ccccc2n1. As a reaction SMILES: [CH3:2][c:3]1[n:4][c:5]2[cH:6][cH:7][cH:8][cH:9][c:10]2[c:11]([CH2:13][O:14][c:15]2[cH:16][cH:17][c:18]([S:21](=[O:22])(=[O:23])[NH:24][CH:25]3[CH:26]([C:30](=[O:31])[O:32][C:33]([CH3:34])([CH3:35])[CH3:36])[CH2:27][NH:28][CH2:29]3)[cH:19][cH:20]2)[cH:12]1.[CH:37](=[O:38])[O:39][CH2:40][CH3:41].[ClH:1]>>[CH3:2][c:3]1[n:4][c:5]2[cH:6][cH:7][cH:8][cH:9][c:10]2[c:11]([CH2:13][O:14][c:15]2[cH:16][cH:17][c:18]([S:21](=[O:22])(=[O:23])[NH:24][CH:25]3[CH:26]([C:30](=[O:31])[O:32][C:33]([CH3:34])([CH3:35])[CH3:36])[CH2:27][N:28]([CH:37]=[O:38])[CH2:29]3)[cH:19][cH:20]2)[cH:12]1. Reactants: O=C1COCC(c2ccc(OC(F)F)nc2)(c2cccc(Br)c2)N1, COc1ccc(P2(=S)SP(=S)(c3ccc(OC)cc3)S2)cc1, C1CCOC1. Product: FC(F)Oc1ccc(C2(c3cccc(Br)c3)COCC(=S)N2)cn1. Reaction SMILES: [Br:1][c:2]1[cH:3][c:4]([C:8]2([c:15]3[cH:16][n:17][c:18]([O:21][CH:22]([F:23])[F:24])[cH:19][cH:20]3)[NH:9][C:10](=[O:14])[CH2:11][O:12][CH2:13]2)[cH:5][cH:6][cH:7]1.[CH3:25][O:26][c:27]1[cH:28][cH:29][c:30]([P:31]2(=[S:34])[S:32][P:33]([c:35]3[cH:36][cH:37][c:38]([O:39][CH3:40])[cH:41][cH:42]3)(=[S:43])[S:44]2)[cH:45][cH:46]1.[O:47]1[CH2:48][CH2:49][CH2:50][CH2:51]1>>[Br:1][c:2]1[cH:3][c:4]([C:8]2([c:15]3[cH:16][n:17][c:18]([O:21][CH:22]([F:23])[F:24])[cH:19][cH:20]3)[NH:9][C:10](=[S:34])[CH2:11][O:12][CH2:13]2)[cH:5][cH:6][cH:7]1.